This data is from the Open Reaction Database (ORD), a public repository of structured organic reaction records. The task is: describe an organic reaction: reactants, conditions, products, and yield Reactants: O=S(=O)(NCC=1C=CC=CC1C(F)(F)F)C2=CC=C(C=C2)C. The reagents and catalysts are O=S(=O)([O-])CC=1C=NC(=CC1)C2=NC=C(C=C2)C.CCCC[N+](CCCC)(CCCC)CCCC, O1B(OC(C)(C)C1(C)C)B2OC(C)(C)C(O2)(C)C, C[OH2+].C[OH2+].C1CC=CCCC=C1.C1CC=CCCC=C1.[Ir].[Ir]. Run in O1CCCC1. Reaction conditions: temperature 50 celsius, time 20 hour. The product is O=S(=O)(NCC1=CC(=CC=C1C(F)(F)F)B2OC(C)(C)C(O2)(C)C)C3=CC=C(C=C3)C, O=S(=O)(NCC1=CC=C(C=C1C(F)(F)F)B2OC(C)(C)C(O2)(C)C)C3=CC=C(C=C3)C. Yield: 25.0%. Procedure details: Following general procedure F using 4‐methyl‐N‐(2‐(trifluoromethyl)benzyl)benzenesulfonamide (82.3 mg, 0.25 mmol), B2pin2 (95 mg, 0.375 mmol), [Ir(COD)OMe]2 (2.5 mg, 0.00375 mmol) and 1A (3.8 mg, 0.0075 mmol) in THF (1.25 mL). The reaction was stirred at 50 °C for 20 hours before cooling and the solventsremoved. Analysis of crude 1 H NMR using internalstandard 1,2‐dimethoxyethane showed 2.5:1 meta:para borylation in 88% yield. The crude product was purified by silica gel chromatography (Pet. Eth...